This data is from the Open Reaction Database (ORD), a public repository of structured organic reaction records. The task is: describe an organic reaction: reactants, conditions, products, and yield The reactants are CCOC(=O)c1cc2cc([N+](=O)[O-])ccc2n1C(=O)c1ccccc1, C1CCOC1. The product is CCOC(=O)c1cc2cc(N)ccc2n1C(=O)c1ccccc1. Reaction SMILES: [C:1]([c:2]1[cH:3][cH:4][cH:5][cH:6][cH:7]1)(=[O:8])[n:9]1[c:10]([C:21](=[O:22])[O:23][CH2:24][CH3:25])[cH:11][c:12]2[cH:13][c:14]([N+:18]([O-:19])=[O:20])[cH:15][cH:16][c:17]12.[CH2:26]1[O:27][CH2:28][CH2:29][CH2:30]1>>[C:1]([c:2]1[cH:3][cH:4][cH:5][cH:6][cH:7]1)(=[O:8])[n:9]1[c:10]([C:21](=[O:22])[O:23][CH2:24][CH3:25])[cH:11][c:12]2[cH:13][c:14]([NH2:18])[cH:15][cH:16][c:17]12. Reactants: C(C\C=C\CCCNC(C1=CC=C(C=C1)OC(F)(F)F)=O)NC(C1=CC=C(C=C1)OC(F)(F)F)=O (N,N'-(trans-3-heptene-1,7-diyl)bis(4-trifluoromethoxybenzamide)), ClC1=CC(=CC=C1)C(=O)OO (3-chloroperbenzoic acid), N,N'-(trans-3,4-epoxyheptane-1,7-diyl)bis( 4-trifluoromethoxybenzamide). The solvent is C(Cl)(Cl)Cl (chloroform). Conditions: temperature 3 celsius, time 42 hour. Yields the product O1C(/C=C/NC(C2=CC=C(C=C2)OC(F)(F)F)=O)C1CCCNC(C1=CC=C(C=C1)OC(F)(F)F)=O (N,N'-(trans-3,4-epoxyheptene-1,7-diyl)bis(4trifluoromethoxybenzamide)). Reaction SMILES: [CH2:1]([NH:22][C:23](=[O:35])[C:24]1[CH:29]=[CH:28][C:27]([O:30][C:31]([F:34])([F:33])[F:32])=[CH:26][CH:25]=1)[CH2:2]/[CH:3]=[CH:4]/[CH2:5][CH2:6][CH2:7][NH:8][C:9](=[O:21])[C:10]1[CH:15]=[CH:14][C:13]([O:16][C:17]([F:20])([F:19])[F:18])=[CH:12][CH:11]=1.ClC1C=CC=C(C(OO)=[O:44])C=1>C(Cl)(Cl)Cl>[O:44]1[CH:4]([CH2:3][CH2:2][CH2:1][NH:22][C:23](=[O:35])[C:24]2[CH:25]=[CH:26][C:27]([O:30][C:31]([F:32])([F:33])[F:34])=[CH:28][CH:29]=2)[CH:5]1/[CH:6]=[CH:7]/[NH:8][C:9](=[O:21])[C:10]1[CH:11]=[CH:12][C:13]([O:16][C:17]([F:19])([F:20])[F:18])=[CH:14][CH:15]=1. Reported procedure: To a stirred and chilled (3° C., kept in an ice bath) solution containing N,N'-(trans-3-heptene-1,7-diyl)bis(4-trifluoromethoxybenzamide) dissolved in 300 ml. of chloroform was added in one portion 7.2 g. of 3-chloroperbenzoic acid. The reaction mixture was stirred for an additional 30 minutes at 3°-5° C. and then was allowed to stand at 5° C. for an additional 42 hours. The reaction mixture was then washed successively with three 50 ml. portions of cold 5% aqueous potassium carbonate solution a... Starting materials: CCCCO, ClCCN(CCCl)Cc1ccccc1, Nc1cc(F)cc2c1OCC2. Product: Fc1cc2c(c(N3CCN(Cc4ccccc4)CC3)c1)OCC2. As a reaction SMILES: [CH2:26]([OH:27])[CH2:28][CH2:29][CH3:30].[Cl:12][CH2:13][CH2:14][N:15]([CH2:16][c:17]1[cH:18][cH:19][cH:20][cH:21][cH:22]1)[CH2:23][CH2:24][Cl:25].[F:1][c:2]1[cH:3][c:4]([NH2:11])[c:5]2[c:6]([cH:10]1)[CH2:7][CH2:8][O:9]2>>[F:1][c:2]1[cH:3][c:4]([N:11]2[CH2:13][CH2:14][N:15]([CH2:16][c:17]3[cH:18][cH:19][cH:20][cH:21][cH:22]3)[CH2:23][CH2:24]2)[c:5]2[c:6]([cH:10]1)[CH2:7][CH2:8][O:9]2. Solvent: C(Cl)Cl (methylene chloride), C(Cl)Cl (methylene chloride). Starting materials: ClCCCC(=O)NC=1C=CC=C2C=CC=NC12 (4-chloro-N-(8-quinolyl)butyramide), [OH-].[Na+] (sodium hydroxide). The yield is 90.0%. Reagents/catalysts: [Cl-].C(C1=CC=CC=C1)[N+](CC)(CC)CC (benzyltriethyl ammonium chloride). Run at time 16 hour. As a reaction SMILES: Cl[CH2:2][CH2:3][CH2:4][C:5]([NH:7][C:8]1[CH:9]=[CH:10][CH:11]=[C:12]2[C:17]=1[N:16]=[CH:15][CH:14]=[CH:13]2)=[O:6].[OH-].[Na+]>[Cl-].C([N+](CC)(CC)CC)C1C=CC=CC=1.C(Cl)Cl>[N:16]1[C:17]2[C:12](=[CH:11][CH:10]=[CH:9][C:8]=2[N:7]2[CH2:2][CH2:3][CH2:4][C:5]2=[O:6])[CH:13]=[CH:14][CH:15]=1 |f:1.2,3.4|. Procedure: A solution of 4-chloro-N-(8-quinolyl)butyramide (2.5 g, 0.01 mole) and benzyltriethyl ammonium chloride (0.115 g, 5 mole%) in methylene chloride (30 ml) was stirred at room temperature. A solution of 30% aqueous sodium hydroxide (10 ml) was added and the mixture was stirred for 16 hours. The reaction mixture was then diluted with methylene chloride, the organic layer was drawn off and washed with a saturated salt solution, dried over sodium sulphate and evaporated to a solid residue. The residue... Yields the product N1=CC=CC2=CC=CC(=C12)N1C(CCC1)=O (1-(8-quinolyl)-2-pyrrolidinone). The reactants are FC1=C(C=CC=C1)C=CC(=O)N[C@@H](CC1=CNC2=CC=CC=C12)C(=O)OC (Methyl Nα-[3-(2-Fluorophenyl)acryloyl]-L-Tryptophanate), [OH-].[Na+] (sodium hydroxide). The solvent is CO (methanol). Conditions: time 29 hour. Yields the product FC1=C(C=CC=C1)C=CC(=O)N[C@@H](CC1=CNC2=CC=CC=C12)C(=O)O (Nα-[3-(2-Fluorophenyl)acryloyl]-L-Tryptophan). The yield is 79.1%. Reaction SMILES: [F:1][C:2]1[CH:7]=[CH:6][CH:5]=[CH:4][C:3]=1[CH:8]=[CH:9][C:10]([NH:12][C@H:13]([C:24]([O:26]C)=[O:25])[CH2:14][C:15]1[C:23]2[C:18](=[CH:19][CH:20]=[CH:21][CH:22]=2)[NH:17][CH:16]=1)=[O:11].[OH-].[Na+]>CO>[F:1][C:2]1[CH:7]=[CH:6][CH:5]=[CH:4][C:3]=1[CH:8]=[CH:9][C:10]([NH:12][C@H:13]([C:24]([OH:26])=[O:25])[CH2:14][C:15]1[C:23]2[C:18](=[CH:19][CH:20]=[CH:21][CH:22]=2)[NH:17][CH:16]=1)=[O:11] |f:1.2|. Procedure details: To methanol (290 mL) solution of the compound obtained in Example 5 (7.1 g) was added dropwise 1 mol/L of an aqueous sodium hydroxide solution (29 mL) at room temperature. The mixture was allowed to stir for 29 hours, and thereafter to the residue obtained by distilling off the solvent under a reduced pressure was added water. The solution was made acidic with dilute hydrochloric acid, and the crystals precipitated were filtered, to give the captioned compound (5.4 g, 79%). The product is Fc1cnc(NCc2ccccc2OC(F)(F)F)nc1NCC1CCC(N2CCCC2)CC1. Reactants: BrCCCCBr, NC1CCC(CNc2nc(NCc3ccccc3OC(F)(F)F)ncc2F)CC1. As a reaction SMILES: [Br:30][CH2:31][CH2:32][CH2:33][CH2:34][Br:35].[NH2:1][CH:2]1[CH2:3][CH2:4][CH:5]([CH2:8][NH:9][c:10]2[n:11][c:12]([NH:17][CH2:18][c:19]3[c:20]([O:25][C:26]([F:27])([F:28])[F:29])[cH:21][cH:22][cH:23][cH:24]3)[n:13][cH:14][c:15]2[F:16])[CH2:6][CH2:7]1>>[N:1]1([CH:2]2[CH2:3][CH2:4][CH:5]([CH2:8][NH:9][c:10]3[n:11][c:12]([NH:17][CH2:18][c:19]4[c:20]([O:25][C:26]([F:27])([F:28])[F:29])[cH:21][cH:22][cH:23][cH:24]4)[n:13][cH:14][c:15]3[F:16])[CH2:6][CH2:7]2)[CH2:31][CH2:32][CH2:33][CH2:34]1. Starting materials: CO, [Na+], [OH-], COC(=O)C=Cc1c(-c2ccccc2)nn2ccccc12. The product is O=C(O)C=Cc1c(-c2ccccc2)nn2ccccc12. Reaction SMILES: [CH3:24][OH:25].[Na+:23].[OH-:22].[c:1]1(-[c:7]2[n:8][n:9]3[c:10]([cH:11][cH:12][cH:13][cH:14]3)[c:15]2[CH:16]=[CH:17][C:18](=[O:19])[O:20][CH3:21])[cH:2][cH:3][cH:4][cH:5][cH:6]1>>[c:1]1(-[c:7]2[n:8][n:9]3[c:10]([cH:11][cH:12][cH:13][cH:14]3)[c:15]2[CH:16]=[CH:17][C:18](=[O:19])[OH:20])[cH:2][cH:3][cH:4][cH:5][cH:6]1. Reactants: N1(CCCC1)CC1=CC=C(C=C1)N (4-Pyrrolidin-1-ylmethyl-phenylamine), OC=C1C(NC2=CC(=CC=C12)C(=O)C=1C=C(C=CC1)NC(=O)C=1N(N=C(C1)C)C)=O (2,5-Dimethyl-2H-pyrazole-3-carboxylic acid [3-(3-hydroxymethylene-2-oxo-2,3-dihydro-1H-indole-6-carbonyl)-phenyl]-amide). Run in C1CCOC1 (THF), Hexanes. Run at temperature 65 celsius, time 24 hour. Yields the product O=C1NC2=CC(=CC=C2C1=CNC1=CC=C(C=C1)CN1CCCC1)C(=O)C=1C=C(C=CC1)NC(=O)C=1N(N=C(C1)C)C (2,5-Dimethyl-2H-pyrazole-3-carboxylic acid (3-{2-oxo-3-[(4-pyrrolidin-1-ylmethyl-phenylamino)-methylene]-2,3-dihydro-1H-indole-6-carbonyl}-phenyl)-amide). The yield is 26.9%. Reaction SMILES: O[CH:2]=[C:3]1[C:11]2[C:6](=[CH:7][C:8]([C:12]([C:14]3[CH:15]=[C:16]([NH:20][C:21]([C:23]4[N:24]([CH3:29])[N:25]=[C:26]([CH3:28])[CH:27]=4)=[O:22])[CH:17]=[CH:18][CH:19]=3)=[O:13])=[CH:9][CH:10]=2)[NH:5][C:4]1=[O:30].[N:31]1([CH2:36][C:37]2[CH:42]=[CH:41][C:40]([NH2:43])=[CH:39][CH:38]=2)[CH2:35][CH2:34][CH2:33][CH2:32]1>C1COCC1>[O:30]=[C:4]1[C:3](=[CH:2][NH:43][C:40]2[CH:39]=[CH:38][C:37]([CH2:36][N:31]3[CH2:35][CH2:34][CH2:33][CH2:32]3)=[CH:42][CH:41]=2)[C:11]2[C:6](=[CH:7][C:8]([C:12]([C:14]3[CH:15]=[C:16]([NH:20][C:21]([C:23]4[N:24]([CH3:29])[N:25]=[C:26]([CH3:28])[CH:27]=4)=[O:22])[CH:17]=[CH:18][CH:19]=3)=[O:13])=[CH:9][CH:10]=2)[NH:5]1. Reported procedure: was charged with 2,5-Dimethyl-2H-pyrazole-3-carboxylic acid [3-(3-hydroxymethylene-2-oxo-2,3-dihydro-1H-indole-6-carbonyl)-phenyl]-amide (as prepared in Example 60, 100 mg, 0.249 mmol) and THF (2 mL). To the resulting solution was added 4-Pyrrolidin-1-ylmethyl-phenylamine (43.8 mg, 0.249 mmol), and the mixture was stirred for 24 h at 65° C. The reaction mixture was cooled to room temperature. Hexanes were added to the reaction mixture causing a black precipitate to form. The precipitate was vacu...